Dataset: the Open Reaction Database (ORD), a public repository of structured organic reaction records. Task: describe an organic reaction: reactants, conditions, products, and yield The reactants are CO, COC(=O)C=Cc1cc(Cl)ccc1C(=O)OC, [H][H], [Pd]. The product is COC(=O)CCc1cc(Cl)ccc1C(=O)OC. As a reaction SMILES: [CH3:20][OH:21].[Cl:1][c:2]1[cH:3][c:4]([CH:12]=[CH:13][C:14](=[O:15])[O:16][CH3:17])[c:5]([C:6](=[O:7])[O:8][CH3:9])[cH:10][cH:11]1.[H:18][H:19].[Pd:22]>>[Cl:1][c:2]1[cH:3][c:4]([CH2:12][CH2:13][C:14](=[O:15])[O:16][CH3:17])[c:5]([C:6](=[O:7])[O:8][CH3:9])[cH:10][cH:11]1. Starting materials: FC1=C(C=O)C=CC=C1 (o-Fluro benzaldehyde), ice-salt, Mg, FC1=C(C=O)C=CC=C1 (fluoro benzaldehyde), C(C(C)C)Br (isobutyl bromide), [Mg] (magnesium), C(C(C)C)Br (Isobutyl bromide), C(C(C)C)Br (isobutyl bromide). Run in CCOCC (ether), CCOCC (ether), CCOCC (ether). Run at time 20 minute. Yields the product CC(CC(C1=C(C=CC=C1)F)O)C (3-methyl-1-(2-fluoro phenyl)butylalcohol), product. Isolated yield 53.5%. RXN SMILES: [Mg].[CH2:2](Br)[CH:3]([CH3:5])[CH3:4].[F:7][C:8]1[CH:15]=[CH:14][CH:13]=[CH:12][C:9]=1[CH:10]=[O:11]>CCOCC>[CH3:4][CH:3]([CH3:5])[CH2:2][CH:10]([OH:11])[C:9]1[CH:12]=[CH:13][CH:14]=[CH:15][C:8]=1[F:7]. Procedure details: In a 3 necked round bottom flask (100 ml), equipped with a dropping funnel reflux condenser and thermometer pocket, placed magnesium turnings (1.45 gm 0.0604 mole) and flame dried the apparatus. Dry diethyl ether (15 ml.) was added to Mg. Turning, Isobutyl bromide (6.57 ml, 8.28 gm, 0.0645 mole) was taken in 5 ml of dry ether and added drop wise to the Mg turnings. As soon as ether starts boiling (in a few minutes) the reaction was cooled using ice-salt and continued the addition of isobutyl bro... The reactants are C1CCOC1, Cl, [Na+], [OH-], O, COC(=O)c1cc(NC(=O)c2cc(OC)c(OC)c(OC)c2)cc(-c2nc3ccncc3s2)c1. Reaction SMILES: [CH2:39]1[O:40][CH2:41][CH2:42][CH2:43]1.[ClH:38].[Na+:37].[OH-:36].[OH2:35].[n:1]1[c:2](-[c:10]2[cH:11][c:12]([C:13](=[O:14])[O:15][CH3:16])[cH:17][c:18]([NH:20][C:21]([c:22]3[cH:23][c:24]([O:32][CH3:33])[c:25]([O:30][CH3:31])[c:26]([O:28][CH3:29])[cH:27]3)=[O:34])[cH:19]2)[s:3][c:4]2[cH:5][n:6][cH:7][cH:8][c:9]12>>[n:1]1[c:2](-[c:10]2[cH:11][c:12]([C:13](=[O:14])[OH:15])[cH:17][c:18]([NH:20][C:21]([c:22]3[cH:23][c:24]([O:32][CH3:33])[c:25]([O:30][CH3:31])[c:26]([O:28][CH3:29])[cH:27]3)=[O:34])[cH:19]2)[s:3][c:4]2[cH:5][n:6][cH:7][cH:8][c:9]12. Product: COc1cc(C(=O)Nc2cc(C(=O)O)cc(-c3nc4ccncc4s3)c2)cc(OC)c1OC. Reactants: C([O-])([O-])=O.[Cs+].[Cs+] (Cesium carbonate), FC(OC=1C=C(C=CC1)B(O)O)(F)F ([3-(trifluoromethoxy)phenyl]boronic acid), ClCCl (dichloromethane), COC1=C(CN2C(C=3N(C(C2)C2CCN(CC2)C(=O)OC(C)(C)C)C=C(C3)I)=O)C=CC(=C1)OC (tert-butyl 4-[2-(2,4-dimethoxybenzyl)-7-iodo-1-oxo-1,2,3,4-tetrahydropyrrolo[1,2-a]pyrazin-4-yl]piperidine-1 carboxylate). Run in O1CCOCC1 (1,4-dioxane), O (water). Product: COC1=C(CN2C(C=3N(C(C2)C2CCN(CC2)C(=O)OC(C)(C)C)C=C(C3)C3=CC(=CC=C3)OC(F)(F)F)=O)C=CC(=C1)OC (tert-butyl 4-{2-(2,4-dimethoxybenzyl)-1-oxo-7-[3-(trifluoromethoxy)phenyl]-1,2,3,4-tetrahydropyrrolo[1,2-a]pyrazin-4-yl}piperidine-1-carboxylate). Yield: 31.8%. RXN SMILES: C(=O)([O-])[O-].[Cs+].[Cs+].[F:7][C:8]([F:20])([F:19])[O:9][C:10]1[CH:11]=[C:12](B(O)O)[CH:13]=[CH:14][CH:15]=1.ClCCl.[CH3:24][O:25][C:26]1[CH:56]=[C:55]([O:57][CH3:58])[CH:54]=[CH:53][C:27]=1[CH2:28][N:29]1[CH2:34][CH:33]([CH:35]2[CH2:40][CH2:39][N:38]([C:41]([O:43][C:44]([CH3:47])([CH3:46])[CH3:45])=[O:42])[CH2:37][CH2:36]2)[N:32]2[CH:48]=[C:49](I)[CH:50]=[C:31]2[C:30]1=[O:52]>O1CCOCC1.O>[CH3:24][O:25][C:26]1[CH:56]=[C:55]([O:57][CH3:58])[CH:54]=[CH:53][C:27]=1[CH2:28][N:29]1[CH2:34][CH:33]([CH:35]2[CH2:36][CH2:37][N:38]([C:41]([O:43][C:44]([CH3:47])([CH3:46])[CH3:45])=[O:42])[CH2:39][CH2:40]2)[N:32]2[CH:48]=[C:49]([C:12]3[CH:13]=[CH:14][CH:15]=[C:10]([O:9][C:8]([F:20])([F:19])[F:7])[CH:11]=3)[CH:50]=[C:31]2[C:30]1=[O:52] |f:0.1.2|. Reported procedure: Cesium carbonate (32.6 mg, 0.1 mmol), [3-(trifluoromethoxy)phenyl]boronic acid (20 mg, 0.1 mmol), and 1,1′-bis(diphenylphosphino)ferrocenepaladium (4 mg, 0.005 mmol) complex with dichloromethane, were subsequently added to a solution of tert-butyl 4-[2-(2,4-dimethoxybenzyl)-7-iodo-1-oxo-1,2,3,4-tetrahydropyrrolo[1,2-a]pyrazin-4-yl]piperidine-1 carboxylate (30 mg, 0.05 mmol) in 3 ml of 1,4-dioxane and 1 ml of water, under argon atmosphere. The mixture was heated at 90° for 4 hours in a sealed via... The reactants are C(CCC)C1=CC=C(C=C1)C#CC1=CC=C(CNC2=CC3=C(C(OC(O3)(C)C)=O)C=C2)C=C1 (7-[4-(4-butyl-phenylethynyl)-benzylamino]-2,2-dimethyl-benzo[1,3]-dioxin-4-one), [H-].[Na+] (sodium hydride), BrCCCCCC (1-bromohexane). Solvent: CCOC(=O)C (EtOAc), CS(=O)C (DMSO). Conditions: time 2 minute. Product: C(CCC)C1=CC=C(C=C1)C#CC1=CC=C(CN(C=2C=CC3=C(OC(OC3=O)(C)C)C2)CCCCCC)C=C1 (7-[{4-[(4-butylphenyl)ethynyl]benzyl}(hexyl)amino]-2,2-dimethyl-4H-1,3-benzodioxin-4-one). The yield is 57.5%. Reaction SMILES: [CH2:1]([C:5]1[CH:10]=[CH:9][C:8]([C:11]#[C:12][C:13]2[CH:33]=[CH:32][C:16]([CH2:17][NH:18][C:19]3[CH:31]=[CH:30][C:22]4[C:23](=[O:29])[O:24][C:25]([CH3:28])([CH3:27])[O:26][C:21]=4[CH:20]=3)=[CH:15][CH:14]=2)=[CH:7][CH:6]=1)[CH2:2][CH2:3][CH3:4].[H-].[Na+].Br[CH2:37][CH2:38][CH2:39][CH2:40][CH2:41][CH3:42]>CS(C)=O.CCOC(C)=O>[CH2:1]([C:5]1[CH:6]=[CH:7][C:8]([C:11]#[C:12][C:13]2[CH:33]=[CH:32][C:16]([CH2:17][N:18]([CH2:37][CH2:38][CH2:39][CH2:40][CH2:41][CH3:42])[C:19]3[CH:31]=[CH:30][C:22]4[C:23](=[O:29])[O:24][C:25]([CH3:27])([CH3:28])[O:26][C:21]=4[CH:20]=3)=[CH:15][CH:14]=2)=[CH:9][CH:10]=1)[CH2:2][CH2:3][CH3:4] |f:1.2|. Procedure details: To a solution of 7-[4-(4-butyl-phenylethynyl)-benzylamino]-2,2-dimethyl-benzo[1,3]-dioxin-4-one (1.16 g, 2.64 mmol) in DMSO (32 mL) was added sodium hydride (159 mg, 3.96 mmol, 55-65% in oil) and the resulting mixture was stirred 2 min at rt, then 1-bromohexane (559 μl, 3.96 mmol) was added. The red solution was stirred at rt for 2 hrs. The reaction mixture was poured in EtOAc (70 mL) and washed with an aqueous solution of HCl (2×30 mL, 0.1N) and water (6×30 mL). The organic layer was dried over...